From a dataset of the Open Reaction Database (ORD), a public repository of structured organic reaction records. describe an organic reaction: reactants, conditions, products, and yield Starting materials: CC(=O)O, CC12CC(=O)C3C(CCC4CC(O[N+](=O)[O-])CCC43C)C1CCC2C(=O)COCCN1CCOCC1, [Na+], [OH-], O, [Zn]. Product: CC12CC(=O)C3C(CCC4CC(O)CCC43C)C1CCC2C(=O)COCCN1CCOCC1. As a reaction SMILES: [CH3:40][C:41](=[O:42])[OH:43].[N+:1]([O-:2])(=[O:3])[O:4][CH:5]1[CH2:6][CH:7]2[CH2:8][CH2:9][CH:10]3[CH:11]4[CH2:12][CH2:13][CH:14]([C:15]([CH2:16][O:17][CH2:18][CH2:19][N:20]5[CH2:21][CH2:22][O:23][CH2:24][CH2:25]5)=[O:26])[C:27]4([CH3:36])[CH2:28][C:29](=[O:35])[CH:30]3[C:31]2([CH3:34])[CH2:32][CH2:33]1.[Na+:39].[OH-:38].[OH2:37].[Zn:44]>>[OH:4][CH:5]1[CH2:6][CH:7]2[CH2:8][CH2:9][CH:10]3[CH:11]4[CH2:12][CH2:13][CH:14]([C:15]([CH2:16][O:17][CH2:18][CH2:19][N:20]5[CH2:21][CH2:22][O:23][CH2:24][CH2:25]5)=[O:26])[C:27]4([CH3:36])[CH2:28][C:29](=[O:35])[CH:30]3[C:31]2([CH3:34])[CH2:32][CH2:33]1. Reactants: BrCc1ccccc1, CO, CS(C)=O, [Na], O, Cc1ccc(O)cn1. Product: Cc1ccc(OCc2ccccc2)cn1. RXN SMILES: [CH2:10]([c:11]1[cH:12][cH:13][cH:14][cH:15][cH:16]1)[Br:17].[CH3:19][OH:20].[CH3:21][S:22]([CH3:23])=[O:24].[Na:1].[OH2:18].[OH:2][c:3]1[cH:4][cH:5][c:6]([CH3:9])[n:7][cH:8]1>>[O:2]([c:3]1[cH:4][cH:5][c:6]([CH3:9])[n:7][cH:8]1)[CH2:10][c:11]1[cH:12][cH:13][cH:14][cH:15][cH:16]1.